Dataset: the Open Reaction Database (ORD), a public repository of structured organic reaction records. Task: describe an organic reaction: reactants, conditions, products, and yield Reactants: OC1=CC=C(C=C)C=C1.C=CC1=CC=CC=C1 (p-hydroxystyrene styrene), ( 3 ), ( 2 ), C(=C)OCC (vinylethyl ether). Yields the product C(C)OCCOC1=CC=C(C=C)C=C1.OC1=CC=C(C=C)C=C1.C=CC1=CC=CC=C1 (p-1-ethoxyethoxystyrene p-hydroxystyrene styrene). Reaction SMILES: [OH:1][C:2]1[CH:9]=[CH:8][C:5]([CH:6]=[CH2:7])=[CH:4][CH:3]=1.[CH2:10]=[CH:11][C:12]1[CH:17]=[CH:16][CH:15]=[CH:14][CH:13]=1.[CH:18]([O:20][CH2:21][CH3:22])=[CH2:19]>>[CH2:18]([O:20][CH2:21][CH2:22][O:1][C:2]1[CH:9]=[CH:8][C:5]([CH:6]=[CH2:7])=[CH:4][CH:3]=1)[CH3:19].[OH:1][C:2]1[CH:9]=[CH:8][C:5]([CH:6]=[CH2:7])=[CH:4][CH:3]=1.[CH2:10]=[CH:11][C:12]1[CH:17]=[CH:16][CH:15]=[CH:14][CH:13]=1 |f:0.1,3.4.5|. Reported procedure: Using 15.0 g of poly(p-hydroxystyrene/styrene) obtained according to (2) above and 3.2 g of vinylethyl ether, the procedure of (3) of Preparation Example 1 was carried out for reaction and after-treatments to give 14.1 g of poly(p-1-ethoxyethoxystyrene/p-hydroxystyrene/styrene) as white powdery crystals. P-1-ethoxyethoxystyrene unit/p-hydroxystyrene unit/styrene unit molar ratio in the polymer≈32:60:8 (1H NMR). Mw≈18,000; Mw/Mn≈1.85 (GPC with polystyrene calibration). Reactants: [Al], Brc1ccc(OCCN2CCCC2)cc1, COc1ccc2cc(B(O)O)sc2c1, [Na+], [Na+], O=C([O-])[O-], [Pd], c1ccc(P(c2ccccc2)c2ccccc2)cc1, c1ccc(P(c2ccccc2)c2ccccc2)cc1, c1ccc(P(c2ccccc2)c2ccccc2)cc1, c1ccc(P(c2ccccc2)c2ccccc2)cc1, c1ccccc1. Product: COc1ccc2cc(-c3ccc(OCCN4CCCC4)cc3)sc2c1. As a reaction SMILES: [Al:30].[Br:15][c:16]1[cH:17][cH:18][c:19]([O:20][CH2:21][CH2:22][N:23]2[CH2:24][CH2:25][CH2:26][CH2:27]2)[cH:28][cH:29]1.[CH3:1][O:2][c:3]1[cH:4][cH:5][c:6]2[c:7]([s:8][c:9]([B:11]([OH:12])[OH:13])[cH:10]2)[cH:14]1.[Na+:31].[Na+:32].[O-:33][C:34](=[O:35])[O-:36].[Pd:43].[c:101]1([P:102]([c:103]2[cH:104][cH:105][cH:106][cH:107][cH:108]2)[c:109]2[cH:110][cH:111][cH:112][cH:113][cH:114]2)[cH:115][cH:116][cH:117][cH:118][cH:119]1.[c:44]1([P:45]([c:46]2[cH:47][cH:48][cH:49][cH:50][cH:51]2)[c:52]2[cH:53][cH:54][cH:55][cH:56][cH:57]2)[cH:58][cH:59][cH:60][cH:61][cH:62]1.[c:63]1([P:64]([c:65]2[cH:66][cH:67][cH:68][cH:69][cH:70]2)[c:71]2[cH:72][cH:73][cH:74][cH:75][cH:76]2)[cH:77][cH:78][cH:79][cH:80][cH:81]1.[c:82]1([P:83]([c:84]2[cH:85][cH:86][cH:87][cH:88][cH:89]2)[c:90]2[cH:91][cH:92][cH:93][cH:94][cH:95]2)[cH:96][cH:97][cH:98][cH:99][cH:100]1.[cH:37]1[cH:38][cH:39][cH:40][cH:41][cH:42]1>>[CH3:1][O:2][c:3]1[cH:4][cH:5][c:6]2[c:7]([s:8][c:9](-[c:16]3[cH:17][cH:18][c:19]([O:20][CH2:21][CH2:22][N:23]4[CH2:24][CH2:25][CH2:26][CH2:27]4)[cH:28][cH:29]3)[cH:10]2)[cH:14]1. The reactants are ice water, OC1=CC=C(C=O)C=C1 (p-hydroxybenzaldehyde), C[O-].[Na+] (sodium methoxide), BrCCCCCCCCCCCCCC (1-bromotetradecane). Solvent: CN(C=O)C (dimethylformamide). Reaction conditions: time 8 hour. The product is C(CCCCCCCCCCCCC)OC1=CC=C(C=O)C=C1 (4-tetradecyloxybenzaldehyde). RXN SMILES: [OH:1][C:2]1[CH:9]=[CH:8][C:5]([CH:6]=[O:7])=[CH:4][CH:3]=1.C[O-].[Na+].Br[CH2:14][CH2:15][CH2:16][CH2:17][CH2:18][CH2:19][CH2:20][CH2:21][CH2:22][CH2:23][CH2:24][CH2:25][CH2:26][CH3:27]>CN(C)C=O>[CH2:27]([O:1][C:2]1[CH:9]=[CH:8][C:5]([CH:6]=[O:7])=[CH:4][CH:3]=1)[CH2:26][CH2:25][CH2:24][CH2:23][CH2:22][CH2:21][CH2:20][CH2:19][CH2:18][CH2:17][CH2:16][CH2:15][CH3:14] |f:1.2|. Procedure: To a stirred mixture of 50 g (0.41 mole) of p-hydroxybenzaldehyde, 22.2 g (0.41 mole) of sodium methoxide and 500 ml of dried dimethylformamide was added 114 g (0.41 mole) of 1-bromotetradecane. The mixture was refluxed for 3 hours, then allowed to stand at room temperature overnight after which it was poured into ice-water and extracted with diethyl ether. The ether layer was washed with water, 5% potassium hydroxide, and saline, and dried over sodium sulfate, filtered and evaporated. The resid... The reactants are CCn1cc(C=O)c2ccc(C(=O)OC)cc21, CC(C)=O, [K+], O=[Mn](=O)(=O)[O-], O. Yields the product CCn1cc(C(=O)O)c2ccc(C(=O)OC)cc21. RXN SMILES: [CH3:1][O:2][C:3](=[O:4])[c:5]1[cH:6][cH:7][c:8]2[c:9]([CH:16]=[O:17])[cH:10][n:11]([CH2:14][CH3:15])[c:12]2[cH:13]1.[CH3:24][C:25](=[O:26])[CH3:27].[K+:23].[Mn:18](=[O:19])([O-:20])(=[O:21])=[O:22].[OH2:28]>>[CH3:1][O:2][C:3](=[O:4])[c:5]1[cH:6][cH:7][c:8]2[c:9]([C:16](=[O:17])[OH:19])[cH:10][n:11]([CH2:14][CH3:15])[c:12]2[cH:13]1. The reactants are FC(C=1C=C(C=CC1)C(C)=O)(F)F (1-(3-(trifluoromethyl)phenyl)ethanone), BrBr (Br2). Run in CCOCC (ether), CCOCC (ether). Run at time 1 hour. Product: BrCC(=O)C1=CC(=CC=C1)C(F)(F)F (2-bromo-1-(3-(trifluoromethyl)phenyl)ethanone). Isolated yield 73.3%. RXN SMILES: [F:1][C:2]([F:13])([F:12])[C:3]1[CH:4]=[C:5]([C:9](=[O:11])[CH3:10])[CH:6]=[CH:7][CH:8]=1.[Br:14]Br>CCOCC>[Br:14][CH2:10][C:9]([C:5]1[CH:6]=[CH:7][CH:8]=[C:3]([C:2]([F:12])([F:13])[F:1])[CH:4]=1)=[O:11]. Reported procedure: Into a 250-mL round bottom flask, was placed a solution of 1-(3-(trifluoromethyl)phenyl)ethanone (5 g, 26.57 mmol, 1.00 equiv) in ether (80 mL). To this was added dropwise a solution of Br2 (4.26 g, 26.66 mmol, 1.00 equiv) in ether (20 mL) with stirring over 1 hr and the resulting solution was stirred an additional 1 h at room temperature. The mixture was washed with 2×30 mL of NaHSO3 and 1×30 mL of brine, then dried over anhydrous sodium sulfate and concentrated under vacuum to give 5.2 g (crud... Starting materials: C1(=CC=C(C=C1)S(=O)(=O)C1=CC=C2C(C(=CN3CCCC1=C23)C(=O)O)=O)C (8-(p-toluenesulfonyl)-6,7-dihydro-1-oxo-1H,5H-benzo[ij]quinolizine-2-carboxylic acid), N1CCNCC1 (piperazine), CS(=O)C (dimethyl sulfoxide), Cl (hydrochloric acid). Solvent: O (water). Product: N1(CCNCC1)C1=CC=C2C(C(=CN3CCCC1=C23)C(=O)O)=O (8-(1-piperazinyl)-6,7-dihydro-1-oxo-1H,5H-benzo[ij]quinolizine-2-carboxylic acid). Isolated yield 17.3%. Reaction SMILES: C1(C)C=CC(S([C:10]2[C:21]3=[C:22]4[N:17]([CH2:18][CH2:19][CH2:20]3)[CH:16]=[C:15]([C:23]([OH:25])=[O:24])[C:14](=[O:26])[C:13]4=[CH:12][CH:11]=2)(=O)=O)=CC=1.[NH:28]1[CH2:33][CH2:32][NH:31][CH2:30][CH2:29]1.CS(C)=O.Cl>O>[N:28]1([C:10]2[C:21]3=[C:22]4[N:17]([CH2:18][CH2:19][CH2:20]3)[CH:16]=[C:15]([C:23]([OH:25])=[O:24])[C:14](=[O:26])[C:13]4=[CH:12][CH:11]=2)[CH2:33][CH2:32][NH:31][CH2:30][CH2:29]1. Procedure details: 19.1 g of 8-(p-toluenesulfonyl)-6,7-dihydro-1-oxo-1H,5H-benzo[ij]quinolizine-2-carboxylic acid and 12.9 g of piperazine were added to 200 ml of anhydrous dimethyl sulfoxide and the mixture was heated in an autoclave under flow of nitrogen at 10 atm. at a temperature of 150° to 160° C. for 18 hours while stirring. After completion of the reaction, the solvent and excess piperazine were removed under reduced pressure and a mixture of methanol and ethanol was added to the residue. The preicpitates ...